From a dataset of the Open Reaction Database (ORD), a public repository of structured organic reaction records. describe an organic reaction: reactants, conditions, products, and yield Starting materials: CC(C)(C)[Si](Cl)(c1ccccc1)c1ccccc1, CC(C)(CO)N1CCc2ncsc2C1, CN(C)C=O, CCOCC, O, c1c[nH]cn1. Product: CC(C)(CO[Si](c1ccccc1)(c1ccccc1)C(C)(C)C)N1CCc2ncsc2C1. As a reaction SMILES: [C:1]([CH3:2])([CH3:3])([CH3:4])[Si:5]([c:6]1[cH:7][cH:8][cH:9][cH:10][cH:11]1)([c:12]1[cH:13][cH:14][cH:15][cH:16][cH:17]1)[Cl:18].[CH3:24][C:25]([CH2:26][OH:27])([CH3:28])[N:29]1[CH2:30][c:31]2[c:32]([n:35][cH:36][s:37]2)[CH2:33][CH2:34]1.[CH3:39][N:40]([CH3:41])[CH:42]=[O:43].[CH3:44][CH2:45][O:46][CH2:47][CH3:48].[OH2:38].[nH:19]1[cH:20][cH:21][n:22][cH:23]1>>[C:1]([CH3:2])([CH3:3])([CH3:4])[Si:5]([c:6]1[cH:7][cH:8][cH:9][cH:10][cH:11]1)([c:12]1[cH:13][cH:14][cH:15][cH:16][cH:17]1)[O:27][CH2:26][C:25]([CH3:24])([CH3:28])[N:29]1[CH2:30][c:31]2[c:32]([n:35][cH:36][s:37]2)[CH2:33][CH2:34]1. The reactants are [OH-].[Na+] (NaOH), C(C=C)C1(C2=C(CCC3=C1C=CC=C3)C=CC=C2)C=CC(=O)OC (methyl 3-[10,11-dihydro-5-(2-propenyl)-5H-dibenzo[a,d]cyclohepten-5-yl]-propenoate), [H-].[Al+3].[Li+].[H-].[H-].[H-] (lithium aluminum hydride), O (water), O (water). The solvent is C1CCOC1 (THF). Conditions: temperature 0 celsius, time 20 hour. Yields the product C(C=C)C1(C2=C(CCC3=C1C=CC=C3)C=CC=C2)C=CCO (3-[10,11-dihydro-5-(2-propenyl)-5H-dibenzo[a,d]cyclohepten-5-yl]-prop-2-en-1-ol). Isolated yield 89.2%. As a reaction SMILES: [CH2:1]([C:4]1([CH:19]=[CH:20][C:21](OC)=[O:22])[C:10]2[CH:11]=[CH:12][CH:13]=[CH:14][C:9]=2[CH2:8][CH2:7][C:6]2[CH:15]=[CH:16][CH:17]=[CH:18][C:5]1=2)[CH:2]=[CH2:3].[H-].[Al+3].[Li+].[H-].[H-].[H-].O.[OH-].[Na+]>C1COCC1>[CH2:1]([C:4]1([CH:19]=[CH:20][CH2:21][OH:22])[C:5]2[CH:18]=[CH:17][CH:16]=[CH:15][C:6]=2[CH2:7][CH2:8][C:9]2[CH:14]=[CH:13][CH:12]=[CH:11][C:10]1=2)[CH:2]=[CH2:3] |f:1.2.3.4.5.6,8.9|. Reported procedure: Dissolved methyl 3-[10,11-dihydro-5-(2-propenyl)-5H-dibenzo[a,d]cyclohepten-5-yl]-propenoate (6.00 g, 0.0188 mol) in 80 mL of dry THF. Cooled to 0° C. under a nitrogen atmosphere, and added lithium aluminum hydride (18.8 mL of 1.0M in THF, 0.018 mol) via syringe. Warmed slowly to room temperature and stirred for 20 hours. Recooled to 0° C., and carefully added 0.8 mL water, 0.8 mL of 1N NaOH, and then 2.5 mL of water in sequence. Stirred at room temperature for 1 hour, and filtered through celit... Reactants: CC(=O)O, O, O=[N+]([O-])O, Oc1ccc2ccccc2c1. Product: O=[N+]([O-])c1c(O)ccc2ccccc12. As a reaction SMILES: [CH3:12][C:13](=[O:14])[OH:15].[OH2:20].[OH:16][N+:17]([O-:18])=[O:19].[OH:1][c:2]1[cH:3][c:4]2[cH:5][cH:6][cH:7][cH:8][c:9]2[cH:10][cH:11]1>>[OH:1][c:2]1[c:3]([N+:17](=[O:16])[O-:18])[c:4]2[cH:5][cH:6][cH:7][cH:8][c:9]2[cH:10][cH:11]1. Starting materials: O (water), C(C(C)=C)Cl (Methallyl chloride), CC(C)([O-])C.[K+] (potassium t-butoxide), C(C1=CC=CO1)O (furfuryl alcohol). Solvent: CS(=O)C (dimethyl sulfoxide). Yields the product CC1(COCC(C)=C)CC=CO1 (methallyl 2-methylfurfuryl ether). As a reaction SMILES: [CH2:1](Cl)[C:2](=[CH2:4])[CH3:3].[CH3:6]C(C)([O-])C.[K+].[CH2:12]([OH:18])[C:13]1[O:17][CH:16]=[CH:15][CH:14]=1.O>CS(C)=O>[CH3:6][C:13]1([O:17][CH:16]=[CH:15][CH2:14]1)[CH2:12][O:18][CH2:1][C:2](=[CH2:4])[CH3:3] |f:1.2|. Procedure: Methallyl chloride (0.85 M) was added to a solution of potassium t-butoxide (0.89 M) and furfuryl alcohol (0.89 M) in dimethyl sulfoxide (0.5 L). The exothermic reaction (~95° C.) was allowed to cool to room temperature over 2 hr and then added to 1.5 L water and extracted with 0.5 L ether. Crude product (125 g) was isolated from the ether phase and distilled at ~20 mm at 127° C. to yield 110 g (0.72 M) of methallyl 2-methylfurfuryl ether. Hydrosilylation of the methallyl group was accomplished ... Reactants: O=C(O)c1ccc(-c2cnc3c(c2)N(Cc2cc(Cl)ccc2C(F)(F)F)CCN3)cc1, c1cnc(N2CCNCC2)cn1. Product: O=C(c1ccc(-c2cnc3c(c2)N(Cc2cc(Cl)ccc2C(F)(F)F)CCN3)cc1)N1CCN(c2cnccn2)CC1. RXN SMILES: [Cl:1][c:2]1[cH:3][cH:4][c:5]([C:28]([F:29])([F:30])[F:31])[c:6]([CH2:7][N:8]2[c:9]3[c:10]([n:14][cH:15][c:16](-[c:18]4[cH:19][cH:20][c:21]([C:22](=[O:23])[OH:24])[cH:25][cH:26]4)[cH:17]3)[NH:11][CH2:12][CH2:13]2)[cH:27]1.[N:32]1([c:38]2[n:39][cH:40][cH:41][n:42][cH:43]2)[CH2:33][CH2:34][NH:35][CH2:36][CH2:37]1>>[Cl:1][c:2]1[cH:3][cH:4][c:5]([C:28]([F:29])([F:30])[F:31])[c:6]([CH2:7][N:8]2[c:9]3[c:10]([n:14][cH:15][c:16](-[c:18]4[cH:19][cH:20][c:21]([C:22](=[O:24])[N:35]5[CH2:34][CH2:33][N:32]([c:38]6[n:39][cH:40][cH:41][n:42][cH:43]6)[CH2:37][CH2:36]5)[cH:25][cH:26]4)[cH:17]3)[NH:11][CH2:12][CH2:13]2)[cH:27]1. Reactants: S1C(=NC2=C1C=CC=C2)NC(=S)N2C=NC=C2 (1-[(2-benzothiazolyl)thiocarbamoyl]imidazole), COC=1C=C(C=CC1)CCN (2-(3-methoxyphenyl)ethyl-amine). Solvent: CN(C=O)C (N,N-dimethylformamide). Product: COC=1C=C(C=CC1)CCNC(=S)NC=1SC2=C(N1)C=CC=C2 (N-[2-(3-methoxyphenyl)ethyl]-N'-[2-benzothiazolyl]thiourea). Isolated yield 56.0%. Reaction SMILES: [S:1]1[C:5]2[CH:6]=[CH:7][CH:8]=[CH:9][C:4]=2[N:3]=[C:2]1[NH:10][C:11]([N:13]1[CH:17]=[CH:16]N=C1)=[S:12].[CH3:18][O:19][C:20]1[CH:21]=[C:22](CCN)[CH:23]=[CH:24][CH:25]=1>CN(C)C=O>[CH3:18][O:19][C:20]1[CH:25]=[C:24]([CH2:16][CH2:17][NH:13][C:11]([NH:10][C:2]2[S:1][C:5]3[CH:6]=[CH:7][CH:8]=[CH:9][C:4]=3[N:3]=2)=[S:12])[CH:23]=[CH:22][CH:21]=1. Procedure: A solution of 1-[(2-benzothiazolyl)thiocarbamoyl]imidazole (1.04 g, 4 mmol) and 2-(3-methoxyphenyl)ethyl-amine (0.62 g, 4 mmol) in N,N-dimethylformamide (15 mL) was stirred at 100° C. for 1 h, the reaction was cooled to room temperature and the solvent removed in vacuo. The residue was crystallized from ethyl acetate to provide 0.77 g (56%) of the title product: Starting materials: CC(C#C)(CCC(CC)C)O (3,6-dimethyl-oct-1-yn-3ol), [H][H] (hydrogen). Reagents/catalysts: [Pd] (palladium/calcium carbonate), [Zn] (zinc). Run in CO (methanol). Conditions: time 6 hour. The product is CC(C=C)(CCC(CC)C)O (3,6-Dimethyl-oct-1-en-3-ol). RXN SMILES: [CH3:1][C:2]([OH:11])([CH2:5][CH2:6][CH:7]([CH3:10])[CH2:8][CH3:9])[C:3]#[CH:4].[H][H]>CO.[Pd].[Zn]>[CH3:1][C:2]([OH:11])([CH2:5][CH2:6][CH:7]([CH3:10])[CH2:8][CH3:9])[CH:3]=[CH2:4]. Procedure: 154 g (1 mole) of 3,6-dimethyl-oct-1-yn-3ol are dissolved in 100 ml of methanol, 1 g of an 0.1% strength palladium/calcium carbonate catalyst, which has been poisoned with zinc ions, is added, and hydrogen is passed in at 20° C. under atmospheric pressure. The hydrogenation is complete in 6 hours, when about 24 liters of hydrogen have been absorbed. Starting materials: P(=O)(Cl)(Cl)Cl (phosphorus oxychloride), CN(C=O)C (N,N-Dimethylformamide), C(C)(C)(C)OC(=O)N1CC2=CC3=CC=C(N=C3N2[C@@H](C1)C)Cl ((R)-6-chloro-4-methyl-3,4-dihydro-1H-2,4a,5-triaza-fluorene-2-carboxylic acid tert-butyl ester), CN(C=O)C (N,N-dimethylformamide). Product: ClC=1N=C2N3[C@@H](CN(CC3=C(C2=CC1)C=O)C(=O)O)C ((R)-6-Chloro-9-formyl-4-methyl-3,4-dihydro-1H-2,4a,5-triaza-fluorene-2-carboxylic acid). Yield: 55.2%. Reaction SMILES: P(Cl)(Cl)(Cl)=O.C([O:10][C:11]([N:13]1[CH2:25][C@@H:24]([CH3:26])[N:23]2[C:15](=[CH:16][C:17]3[C:22]2=[N:21][C:20]([Cl:27])=[CH:19][CH:18]=3)[CH2:14]1)=[O:12])(C)(C)C.CN(C)[CH:30]=[O:31]>>[Cl:27][C:20]1[N:21]=[C:22]2[C:17](=[CH:18][CH:19]=1)[C:16]([CH:30]=[O:31])=[C:15]1[N:23]2[C@H:24]([CH3:26])[CH2:25][N:13]([C:11]([OH:10])=[O:12])[CH2:14]1. Procedure details: N,N-Dimethylformamide (10 ml) was cooled to 1 deg C. and treated dropwise with 5.1 ml (56.0 mmol) phosphorus oxychloride. After the addition the temperature was again cooled to 1 deg C. and a solution of 1.0 g (3.11 mmol) (R)-6-chloro-4-methyl-3,4-dihydro-1H-2,4a,5-triaza-fluorene-2-carboxylic acid tert-butyl ester in (Example 2, intermediate a) in 10 ml N,N-dimethylformamide was added. The cooling bath was removed and after 1.5 h at room temperature the reaction mixture was poured into saturate... The reactants are CN1CCC(CC1)C(=O)C1=NC=CC=C1CCC1=CC=CC=C1 ((1-methyl-4-piperidinyl)[3-(2-phenylethyl)-2-pyridinyl]methanone), [BH4-].[Na+] (sodium borohydride). The solvent is O (water), CO (methanol). Product: CN1CCC(CC1)C(O)C1=NC=CC=C1CCC1=CC=CC=C1 ((1-METHYL-4-PIPERIDINYL)[3-(2-PHENYLETHYL)-2-PYRIDINYL]METHANOL). Isolated yield 87.5%. RXN SMILES: [CH3:1][N:2]1[CH2:7][CH2:6][CH:5]([C:8]([C:10]2[C:15]([CH2:16][CH2:17][C:18]3[CH:23]=[CH:22][CH:21]=[CH:20][CH:19]=3)=[CH:14][CH:13]=[CH:12][N:11]=2)=[O:9])[CH2:4][CH2:3]1.[BH4-].[Na+]>CO.O>[CH3:1][N:2]1[CH2:3][CH2:4][CH:5]([CH:8]([C:10]2[C:15]([CH2:16][CH2:17][C:18]3[CH:23]=[CH:22][CH:21]=[CH:20][CH:19]=3)=[CH:14][CH:13]=[CH:12][N:11]=2)[OH:9])[CH2:6][CH2:7]1 |f:1.2|. Reported procedure: To a mixture of 5.0g (16.2 mmole) of (1-methyl-4-piperidinyl)[3-(2-phenylethyl)-2-pyridinyl]methanone (which can be prepared in the same manner as described in Preparative Example 1, Steps A-D) in 70 mL of methanol was added portionwise 0.8 g (21.1 mmole) of sodium borohydride. The next day the solution was concentrated in vacuo to give a slurry which was dissolved in water and extracted with CHCl3. The combined organic portions were dried over MgSO4, filtered, and concentrated in vacuo to provi... Starting materials: CCO, CC(C)(C)C(F)(F)c1ccc(CC2NC(=O)OC2c2cccc(Cl)c2)cc1, [Na+], [OH-]. Product: CC(C)(C)C(F)(F)c1ccc(CC(N)C(O)c2cccc(Cl)c2)cc1. Reaction SMILES: [CH3:30][CH2:31][OH:32].[Cl:1][c:2]1[cH:3][c:4]([CH:8]2[CH:9]([CH2:14][c:15]3[cH:16][cH:17][c:18]([C:21]([C:22]([CH3:23])([CH3:24])[CH3:25])([F:26])[F:27])[cH:19][cH:20]3)[NH:10][C:11](=[O:13])[O:12]2)[cH:5][cH:6][cH:7]1.[Na+:29].[OH-:28]>>[Cl:1][c:2]1[cH:3][c:4]([CH:8]([CH:9]([NH2:10])[CH2:14][c:15]2[cH:16][cH:17][c:18]([C:21]([C:22]([CH3:23])([CH3:24])[CH3:25])([F:26])[F:27])[cH:19][cH:20]2)[OH:12])[cH:5][cH:6][cH:7]1.